Dataset: the Open Reaction Database (ORD), a public repository of structured organic reaction records. Task: describe an organic reaction: reactants, conditions, products, and yield Reactants: Cc1c(NC(=O)c2ccc(C(C)(C)C)cc2)cccc1B1OC(C)(C)C(C)(C)O1, O=C([O-])[O-], COCCOC, Cn1cc(Br)cc(Nc2cccc(N)n2)c1=O, [Na+], [Na+], c1ccc(P(c2ccccc2)(c2ccccc2)[Pd](P(c2ccccc2)(c2ccccc2)c2ccccc2)(P(c2ccccc2)(c2ccccc2)c2ccccc2)P(c2ccccc2)(c2ccccc2)c2ccccc2)cc1. Yields the product Cc1c(NC(=O)c2ccc(C(C)(C)C)cc2)cccc1-c1cc(Nc2cccc(N)n2)c(=O)n(C)c1. Reaction SMILES: [C:18]([CH3:19])([CH3:20])([CH3:21])[c:22]1[cH:23][cH:24][c:25]([C:26](=[O:27])[NH:28][c:29]2[c:30]([CH3:44])[c:31]([B:35]3[O:36][C:37]([CH3:38])([CH3:39])[C:40]([CH3:41])([CH3:42])[O:43]3)[cH:32][cH:33][cH:34]2)[cH:45][cH:46]1.[C:53](=[O:54])([O-:55])[O-:56].[CH3:47][O:48][CH2:49][CH2:50][O:51][CH3:52].[NH2:1][c:2]1[cH:3][cH:4][cH:5][c:6]([NH:8][c:9]2[c:10](=[O:17])[n:11]([CH3:16])[cH:12][c:13]([Br:15])[cH:14]2)[n:7]1.[Na+:57].[Na+:58].[cH:59]1[cH:60][cH:61][c:62]([P:63]([Pd:64]([P:65]([c:66]2[cH:67][cH:68][cH:69][cH:70][cH:71]2)([c:72]2[cH:73][cH:74][cH:75][cH:76][cH:77]2)[c:78]2[cH:79][cH:80][cH:81][cH:82][cH:83]2)([P:84]([c:85]2[cH:86][cH:87][cH:88][cH:89][cH:90]2)([c:91]2[cH:92][cH:93][cH:94][cH:95][cH:96]2)[c:97]2[cH:98][cH:99][cH:100][cH:101][cH:102]2)[P:103]([c:104]2[cH:105][cH:106][cH:107][cH:108][cH:109]2)([c:110]2[cH:111][cH:112][cH:113][cH:114][cH:115]2)[c:116]2[cH:117][cH:118][cH:119][cH:120][cH:121]2)([c:122]2[cH:123][cH:124][cH:125][cH:126][cH:127]2)[c:128]2[cH:129][cH:130][cH:131][cH:132][cH:133]2)[cH:134][cH:135]1>>[NH2:1][c:2]1[cH:3][cH:4][cH:5][c:6]([NH:8][c:9]2[c:10](=[O:17])[n:11]([CH3:16])[cH:12][c:13](-[c:31]3[c:30]([CH3:44])[c:29]([NH:28][C:26]([c:25]4[cH:24][cH:23][c:22]([C:18]([CH3:19])([CH3:20])[CH3:21])[cH:46][cH:45]4)=[O:27])[cH:34][cH:33][cH:32]3)[cH:14]2)[n:7]1. Reactants: [Li]CCCC (BuLi), solution, ClC1=C(C=O)C=CC(=C1)Cl (2,4-dichlorobenzaldehyde), NH4Cl(sat), CCOC(=O)/C=C(\C)/CP(=O)(OCC)OCC (Triethyl 3-methyl-4-phosphonocrotonate). Run in hexanes, C1CCOC1.CN1CCCN(C1=O)C (THF DMPU), C1CCOC1.CN1CCCN(C1=O)C (THF DMPU). Run at temperature -78 celsius, time 20 minute. Yields the product C(C)OC(C=C(C=CC1=C(C=C(C=C1)Cl)Cl)C)=O (5-(2,4-dichlorophenyl)-3-methylpenta-2,4-dienoic acid ethyl ester). The yield is 81.7%. RXN SMILES: [CH3:1][CH2:2][O:3][C:4](/[CH:6]=[C:7](/[CH2:9]P(OCC)(OCC)=O)\[CH3:8])=[O:5].[Li]CCCC.[Cl:23][C:24]1[CH:31]=[C:30]([Cl:32])[CH:29]=[CH:28][C:25]=1[CH:26]=O>C1COCC1.CN1C(=O)N(C)CCC1>[CH2:2]([O:3][C:4](=[O:5])[CH:6]=[C:7]([CH3:8])[CH:9]=[CH:26][C:25]1[CH:28]=[CH:29][C:30]([Cl:32])=[CH:31][C:24]=1[Cl:23])[CH3:1] |f:3.4|. Procedure: Triethyl 3-methyl-4-phosphonocrotonate (34.24 g, 0.129 mol, 1.3 eq) was dissolved in THF/DMPU (100 mL/200 mL) and the mixture was cooled to −78° C. BuLi (51.8 mL of a 2.5M solution in hexanes, 1.3 eq) was added dropwise. The mixture was stirred for 20 min and then a solution of 2,4-dichlorobenzaldehyde (17.6 g, 0.1 mol) in THF/DMPU (20 mL/40 mL) was added dropwise. The resulting mixture was stirred for 1 hour and then allowed to warm to room temperature. NH4Cl(sat) was added and the mixture extr... Starting materials: C1CCOC1, CCCOC(=O)Cl, NCc1cc(N)ccc1S(=O)(=O)Nc1ccc2c(c1)B(O)OC2. Product: CCCOC(=O)NCc1cc(N)ccc1S(=O)(=O)Nc1ccc2c(c1)B(O)OC2. RXN SMILES: [CH2:31]1[O:32][CH2:33][CH2:34][CH2:35]1.[Cl:24][C:25](=[O:26])[O:27][CH2:28][CH2:29][CH3:30].[NH2:1][c:2]1[cH:3][c:4]([CH2:22][NH2:23])[c:5]([S:8](=[O:9])(=[O:10])[NH:11][c:12]2[cH:13][cH:14][c:15]3[c:16]([cH:21]2)[B:17]([OH:20])[O:18][CH2:19]3)[cH:6][cH:7]1>>[NH2:1][c:2]1[cH:3][c:4]([CH2:22][NH:23][C:25](=[O:26])[O:27][CH2:28][CH2:29][CH3:30])[c:5]([S:8](=[O:9])(=[O:10])[NH:11][c:12]2[cH:13][cH:14][c:15]3[c:16]([cH:21]2)[B:17]([OH:20])[O:18][CH2:19]3)[cH:6][cH:7]1. Starting materials: C(C)(C)(C)OC(=O)N1CCC(CC1)NC(C1=CC(=C(C=C1)NC=1N=CC2=C(N(CC(C(N2C)=O)(F)F)C2CCCC2)N1)CC)=O (4-[4-(9-cyclopentyl-7,7-difluoro-5-methyl-6-oxo-6,7,8,9-tetrahydro-5H-pyrimido[4,5-b][1,4]diazepin-2-ylamino)-3-ethyl-benzoylamino]-piperidine-1-carboxylic acid tert-butyl ester), FC(C(=O)O)(F)F (trifluoroacetic acid). Solvent: ClCCl (dichloromethane). Product: C1(CCCC1)N1C2=C(N(C(C(C1)(F)F)=O)C)C=NC(=N2)NC2=C(C=C(C(=O)NC1CCNCC1)C=C2)CC (4-(9-cyclopentyl-7,7-difluoro-5-methyl-6-oxo-6,7,8,9-tetrahydro-5H-pyrimido[4,5-b][1,4]diazepin-2-ylamino)-3-ethyl-N-piperidin-4-yl-benzamide). The yield is 7.2%. As a reaction SMILES: C(OC([N:8]1[CH2:13][CH2:12][CH:11]([NH:14][C:15](=[O:45])[C:16]2[CH:21]=[CH:20][C:19]([NH:22][C:23]3[N:24]=[CH:25][C:26]4[N:32]([CH3:33])[C:31](=[O:34])[C:30]([F:36])([F:35])[CH2:29][N:28]([CH:37]5[CH2:41][CH2:40][CH2:39][CH2:38]5)[C:27]=4[N:42]=3)=[C:18]([CH2:43][CH3:44])[CH:17]=2)[CH2:10][CH2:9]1)=O)(C)(C)C.FC(F)(F)C(O)=O>ClCCl>[CH:37]1([N:28]2[CH2:29][C:30]([F:35])([F:36])[C:31](=[O:34])[N:32]([CH3:33])[C:26]3[CH:25]=[N:24][C:23]([NH:22][C:19]4[CH:20]=[CH:21][C:16]([C:15]([NH:14][CH:11]5[CH2:10][CH2:9][NH:8][CH2:13][CH2:12]5)=[O:45])=[CH:17][C:18]=4[CH2:43][CH3:44])=[N:42][C:27]2=3)[CH2:41][CH2:40][CH2:39][CH2:38]1. Procedure details: A solution of 0.0447 g (0.0712 mmole) 4-[4-(9-cyclopentyl-7,7-difluoro-5-methyl-6-oxo-6,7,8,9-tetrahydro-5H-pyrimido[4,5-b][1,4]diazepin-2-ylamino)-3-ethyl-benzoylamino]-piperidine-1-carboxylic acid tert-butyl ester (I-201) in 4 mL of dichloromethane was stirred with 2 mL of trifluoroacetic acid for 2 hours and concentrated under reduced pressure. The residue was dissolved in 80 mL of dichloromethane, washed with 15 mL of sodium carbonate solution, twice with 15 mL of brine and concentrated unde... Reactants: C(C)(C)(C)OC(=O)N1CCC(CC1)CC1=CC=C(C=C1)Cl (4-(4-chloro-benzyl)-piperidine-1-carboxylic acid tert-butyl ester), Cl (hydrochloric acid), C([O-])([O-])=O.[Na+].[Na+] (sodium carbonate). Solvent: O1CCOCC1 (dioxane). Yields the product ClC1=CC=C(CC2CCNCC2)C=C1 (4-(4-Chloro-benzyl)-piperidine). As a reaction SMILES: C(OC([N:8]1[CH2:13][CH2:12][CH:11]([CH2:14][C:15]2[CH:20]=[CH:19][C:18]([Cl:21])=[CH:17][CH:16]=2)[CH2:10][CH2:9]1)=O)(C)(C)C.Cl.C(=O)([O-])[O-].[Na+].[Na+]>O1CCOCC1>[Cl:21][C:18]1[CH:17]=[CH:16][C:15]([CH2:14][CH:11]2[CH2:10][CH2:9][NH:8][CH2:13][CH2:12]2)=[CH:20][CH:19]=1 |f:2.3.4|. Procedure: A mixture of 2 g of 4-(4-chloro-benzyl)-piperidine-1-carboxylic acid tert-butyl ester, dioxane (1.5 mL), and 3N hydrochloric acid (1.0 mL, 4equiv.) was heated at reflux for 3.5 hours. The cooled mixture was made basic with saturated sodium carbonate solution and extracted with chloroform (3×10 mL). The combined extracts were dried over magnesium sulfate and concentrated under reduced pressure. The crude product (1.2 g) was an oil. The reactants are [OH-].[Na+] (sodium hydroxide), ClC1=C2C(=NC=C1C(=O)OCC)N(N=C2C)C2=NC=CC=C2 (ethyl 4-chloro-3-methyl-1-(2-pyridinyl)-1H-pyrazolo[3,4-b]pyridine-5-carboxylate), [N-]=[N+]=[N-].[Na+] (sodium azide), O (water). The solvent is CN(C=O)C (N,N-dimethylformamide). Conditions: temperature 100 celsius, time 30 minute. Product: N(=[N+]=[N-])C1=C2C(=NC=C1C(=O)OCC)N(N=C2C)C2=NC=CC=C2 (ethyl 4-azido-3-methyl-1-(2-pyridinyl)-1H-pyrazolo[3,4-b]pyridine-5-carboxylate). RXN SMILES: Cl[C:2]1[C:7]([C:8]([O:10][CH2:11][CH3:12])=[O:9])=[CH:6][N:5]=[C:4]2[N:13]([C:17]3[CH:22]=[CH:21][CH:20]=[CH:19][N:18]=3)[N:14]=[C:15]([CH3:16])[C:3]=12.[N-:23]=[N+:24]=[N-:25].[Na+].O.[OH-].[Na+]>CN(C)C=O>[N:23]([C:2]1[C:7]([C:8]([O:10][CH2:11][CH3:12])=[O:9])=[CH:6][N:5]=[C:4]2[N:13]([C:17]3[CH:22]=[CH:21][CH:20]=[CH:19][N:18]=3)[N:14]=[C:15]([CH3:16])[C:3]=12)=[N+:24]=[N-:25] |f:1.2,4.5|. Procedure: A solution of ethyl 4-chloro-3-methyl-1-(2-pyridinyl)-1H-pyrazolo[3,4-b]pyridine-5-carboxylate (1.0 g, 3.2 mmol) and sodium azide (0.23 g, 3.5 mmol) in N,N-dimethylformamide (5 mL) was heated and stirred at 100° C. for 30 minutes. The solution was cooled to room temperature, and poured into water, and the resulting solution was made basic by the addition of an aqueous sodium hydroxide solution, and organic matter was extracted with chloroform. The extract was washed with saturated brine and drie...